Dataset: the Open Reaction Database (ORD), a public repository of structured organic reaction records. Task: describe an organic reaction: reactants, conditions, products, and yield Reactants: CCOC(=O)C(CCCc1ccccc1)(CCCc1ccccc1)S(=O)(=O)c1ccc(OC)cc1, CO, [Na+], [OH-]. Yields the product COc1ccc(S(=O)(=O)C(CCCc2ccccc2)(CCCc2ccccc2)C(=O)O)cc1. As a reaction SMILES: [CH2:1]([CH3:2])[O:3][C:4]([C:5]([CH2:6][CH2:7][CH2:8][c:9]1[cH:10][cH:11][cH:12][cH:13][cH:14]1)([CH2:15][CH2:16][CH2:17][c:18]1[cH:19][cH:20][cH:21][cH:22][cH:23]1)[S:24](=[O:25])(=[O:26])[c:27]1[cH:28][cH:29][c:30]([O:33][CH3:34])[cH:31][cH:32]1)=[O:35].[CH3:36][OH:37].[Na+:39].[OH-:38]>>[O:3]=[C:4]([C:5]([CH2:6][CH2:7][CH2:8][c:9]1[cH:10][cH:11][cH:12][cH:13][cH:14]1)([CH2:15][CH2:16][CH2:17][c:18]1[cH:19][cH:20][cH:21][cH:22][cH:23]1)[S:24](=[O:25])(=[O:26])[c:27]1[cH:28][cH:29][c:30]([O:33][CH3:34])[cH:31][cH:32]1)[OH:35].